This data is from the Open Reaction Database (ORD), a public repository of structured organic reaction records. The task is: describe an organic reaction: reactants, conditions, products, and yield Reactants: CCN(C(C)C)C(C)C, O=C(Cl)CCl, ClCCl, NC(c1ccccc1)c1ccc(NC(=O)C2CC(c3cccnc3)=NO2)cc1, O. The product is O=C(CCl)NC(c1ccccc1)c1ccc(NC(=O)C2CC(c3cccnc3)=NO2)cc1. As a reaction SMILES: [CH2:34]([N:35]([CH:36]([CH3:37])[CH3:38])[CH:39]([CH3:40])[CH3:41])[CH3:42].[Cl:1][CH2:2][C:3](=[O:4])[Cl:5].[Cl:44][CH2:45][Cl:46].[NH2:6][CH:7]([c:8]1[cH:9][cH:10][c:11]([NH:14][C:15](=[O:16])[CH:17]2[CH2:18][C:19]([c:22]3[cH:23][n:24][cH:25][cH:26][cH:27]3)=[N:20][O:21]2)[cH:12][cH:13]1)[c:28]1[cH:29][cH:30][cH:31][cH:32][cH:33]1.[OH2:43]>>[Cl:1][CH2:2][C:3](=[O:4])[NH:6][CH:7]([c:8]1[cH:9][cH:10][c:11]([NH:14][C:15](=[O:16])[CH:17]2[CH2:18][C:19]([c:22]3[cH:23][n:24][cH:25][cH:26][cH:27]3)=[N:20][O:21]2)[cH:12][cH:13]1)[c:28]1[cH:29][cH:30][cH:31][cH:32][cH:33]1. Starting materials: C[O-].[Na+] (sodium methoxide), CCOCC (Et2O), O1C=C(C=C1)C=O (3-furaldehyde), [N+](=O)([O-])C (nitromethane). The solvent is CO (MeOH). Conditions: temperature 0 celsius. Product: [N+](=O)([O-])C=CC1=COC=C1 (3-(2-nitrovinyl) furan). The yield is 69.0%. Reaction SMILES: C[O-].[Na+].[O:4]1[CH:8]=[CH:7][C:6]([CH:9]=O)=[CH:5]1.[N+:11]([CH3:14])([O-:13])=[O:12].CCOCC>CO>[N+:11]([CH:14]=[CH:9][C:6]1[CH:7]=[CH:8][O:4][CH:5]=1)([O-:13])=[O:12] |f:0.1|. Procedure details: A freshly prepared solution of sodium methoxide (prepared by dissolving sodium (0.46 g, 20 mmol) in MeOH (5 mL)) was added very slowly via a double ended needle to a solution of 3-furaldehyde (1.73 mL, 20 mM) and nitromethane (1.08 mL, 20 mmol) in MeOH (4 mL) cooled to 0° C. The mixture was stirred at 0° C. an addition 5 min, then Et2O (10 mL) was added. The resultant salt was collected via filtration, thoroughly washed with Et2O, taken up in a minimum amount of water then the solution was added... Starting materials: BrC1=C(C(CC1)=O)C (3-bromo-2-methylcyclopent-2-enone), COC1=CC=C(C=N1)B(O)O (6-methoxypyridine-3-boronic acid). Product: COC1=CC=C(C=N1)C1=C(C(CC1)=O)C (3-(6-Methoxy-pyridin-3-yl)-2-methyl-cyclopent-2-enone). Isolated yield 92.0%. Reaction SMILES: Br[C:2]1[CH2:6][CH2:5][C:4](=[O:7])[C:3]=1[CH3:8].[CH3:9][O:10][C:11]1[N:16]=[CH:15][C:14](B(O)O)=[CH:13][CH:12]=1>>[CH3:9][O:10][C:11]1[N:16]=[CH:15][C:14]([C:2]2[CH2:6][CH2:5][C:4](=[O:7])[C:3]=2[CH3:8])=[CH:13][CH:12]=1. Procedure details: Synthesized from 3-bromo-2-methylcyclopent-2-enone and 6-methoxypyridine-3-boronic acid according to the general procedure described for the Suzuki coupling. Purification by automated flash chromatography yielded the product (138 mg, 92%) as a white solid. 1H NMR (300 MHz, CDCl3): δ 8.41 (d, J=2.2 Hz, 1H), 7.77 (dd, J=8.5, 2.5 Hz, 1H), 6.83 (d, J=8.5 Hz, 1H), 3.99 (s, 3H), 2.92-2.87 (m, 2H), 2.56-2.53 (m, 2H), 1.99 (t, J=1.9 Hz, 3H). 13C (75 MHz, CDCl3): δ 208.9, 164.4, 162.6, 146.4, 137.4, 135.... Starting materials: [F-].C(CCC)[N+](CCCC)(CCCC)CCCC (tetra-n-butylammonium fluoride), C(C)OC(=O)C=1N(C2=CC=C(C=C2C1)O[Si](C)(C)C(C)(C)C)CCNC(=O)OC(C)(C)C (1-(2-tert-butoxycarbonylamino-ethyl)-5-(tert-butyl-dimethyl-silanyloxy)-1H-indole-2-carboxylic acid ethyl ester), FC(C(=O)O)(F)F (trifluoroacetic acid), C([O-])([O-])=O.[K+].[K+] (potassium carbonate), light brown solid. Run in O (water), ClCCl (dichloromethane). Run at time 64 hour. Product: OC1=CC=2C=C3N(C2C=C1)CCNC3=O (8-Hydroxy-3,4-dihydro-2H-pyrazino[1,2-a]indol-1-one). As a reaction SMILES: C(OC([C:6]1[N:7]([CH2:23][CH2:24][NH:25][C:26]([O:28]C(C)(C)C)=O)[C:8]2[C:13]([CH:14]=1)=[CH:12][C:11]([O:15][Si](C(C)(C)C)(C)C)=[CH:10][CH:9]=2)=O)C.FC(F)(F)C(O)=O.C(=O)([O-])[O-].[K+].[K+].[F-].C([N+](CCCC)(CCCC)CCCC)CCC>ClCCl.O>[OH:15][C:11]1[CH:10]=[CH:9][C:8]2[N:7]3[CH2:23][CH2:24][NH:25][C:26](=[O:28])[C:6]3=[CH:14][C:13]=2[CH:12]=1 |f:2.3.4,5.6|. Procedure details: The solution of 10.1 g (21.8 mmol) 1-(2-tert-butoxycarbonylamino-ethyl)-5-(tert-butyl-dimethyl-silanyloxy)-1H-indole-2-carboxylic acid ethyl ester in 100 mL dichloromethane was cooled to 0° C. and 50.1 mL (74.7 g, 0.65 mol) trifluoroacetic acid were added dropwise within 5 min. The cooling bath was removed and after 1.5 hours the volatile components were removed at a rotary evaporator. The residue was dissolved in methanol and 12.1 g (87.5 mmol) potassium carbonate was added under cooling. The s...